This data is from the Open Reaction Database (ORD), a public repository of structured organic reaction records. The task is: describe an organic reaction: reactants, conditions, products, and yield Reactants: C1(CC1)C=1N=CC(=NC1OCC1CC1)C(=O)O (5-cyclopropyl-6-cyclopropylmethoxy-pyrazine-2-carboxylic acid), Cl.CC(N)(C1=NOC(=N1)C)C (α,α,5-trimethyl-1,2,4-oxadiazole-3-methanamine hydrochloride). The product is CC(C)(C1=NOC(=N1)C)NC(=O)C1=NC(=C(N=C1)C1CC1)OCC1CC1 (5-Cyclopropyl-6-cyclopropylmethoxy-pyrazine-2-carboxylic acid [1-methyl-1-(5-methyl-[1,2,4]oxadiazol-3-yl)-ethyl]-amide). RXN SMILES: [CH:1]1([C:4]2[N:5]=[CH:6][C:7]([C:15]([OH:17])=O)=[N:8][C:9]=2[O:10][CH2:11][CH:12]2[CH2:14][CH2:13]2)[CH2:3][CH2:2]1.Cl.[CH3:19][C:20]([CH3:28])([C:22]1[N:26]=[C:25]([CH3:27])[O:24][N:23]=1)[NH2:21]>>[CH3:19][C:20]([NH:21][C:15]([C:7]1[CH:6]=[N:5][C:4]([CH:1]2[CH2:2][CH2:3]2)=[C:9]([O:10][CH2:11][CH:12]2[CH2:13][CH2:14]2)[N:8]=1)=[O:17])([C:22]1[N:26]=[C:25]([CH3:27])[O:24][N:23]=1)[CH3:28] |f:1.2|. Procedure: The title compound was synthesized in analogy to Example 6, using 5-cyclopropyl-6-cyclopropylmethoxy-pyrazine-2-carboxylic acid (Example 10 g) and α,α,5-trimethyl-1,2,4-oxadiazole-3-methanamine hydrochloride (CAN 1240526-27-5) as starting materials, and isolated (64 mg, 84%) as light yellow solid; LC-MS (UV peak area, ESI) 100%, 358.1869 (M+H). Yields the product ClC1=C(C(C(=O)OC)=CC(=C1)Cl)N (methyl 3,5-dichloroanthranilate). Reaction conditions: time 1 hour. Yield: 80.0%. RXN SMILES: [CH3:1][O-:2].[Na+].[Cl:4][C:5]1[CH:6]=[C:7]2[C:11](=[C:12]([Cl:14])[CH:13]=1)[NH:10]C(=O)C2=O.OO.[CH3:19][OH:20]>>[Cl:14][C:12]1[CH:13]=[C:5]([Cl:4])[CH:6]=[C:7]([C:1]([O:20][CH3:19])=[O:2])[C:11]=1[NH2:10] |f:0.1|. Starting materials: OO (hydrogen peroxide), C[O-].[Na+] (sodium methylate), ClC=1C=C2C(C(NC2=C(C1)Cl)=O)=O (5,7-dichloroisatin), CO (methanol), CO (methanol). Procedure details: 20 parts of a 30 percent strength by weight solution of sodium methylate in methanol are added to 21.6 parts of 5,7-dichloroisatin in 300 parts of methanol at -10° C., resulting in a dark violet suspension of a bulky precipitate. 7 parts of 50 percent strength by weight hydrogen peroxide solution are then added at -3° C. and thereafter the mixture is stirred for one hour at room temperature. The solution is concentrated and the crystalline residue is mixed with water and filtered off. 17.6 parts... Starting materials: CN1CCNCC1 (N-methylpiperazine), ClC(=O)OCC(Cl)(Cl)Cl (2,2,2-trichloroethyl chloroformate). Run in C1=CC=CC=C1 (benzene), C1=CC=CC=C1 (benzene). The product is ClC(COC(=O)N1CCN(CC1)C)(Cl)Cl (4-Methylpiperazine-1-carboxylic acid 2,2,2-trichloroethyl ester). As a reaction SMILES: [CH3:1][N:2]1[CH2:7][CH2:6][NH:5][CH2:4][CH2:3]1.Cl[C:9]([O:11][CH2:12][C:13]([Cl:16])([Cl:15])[Cl:14])=[O:10]>C1C=CC=CC=1>[Cl:14][C:13]([Cl:16])([Cl:15])[CH2:12][O:11][C:9]([N:5]1[CH2:6][CH2:7][N:2]([CH3:1])[CH2:3][CH2:4]1)=[O:10]. Procedure details: N-methylpiperazine (2 g) is dissolved in 20 ml benzene and reacted with a solution of 4.5 g 2,2,2-trichloroethyl chloroformate in 20 ml benzene, with stirring and cooling in an ice bath. After stirring for 2 hours the resulting crystals are collected by vacuum filtration, washed with ether and dried under water-pump vacuum at room temperature, to give the hydrochloride of the title compound, m.p. 238°-240° C.